Dataset: the Open Reaction Database (ORD), a public repository of structured organic reaction records. Task: describe an organic reaction: reactants, conditions, products, and yield Reactants: [Al+3], [Br-], [Br-], [Br-], CC(C)(C)OO, CC(C)=CC1C(C(=O)O)C1(C)C, C1COCCO1, O. The product is CC(C)=CC1C(C(=O)O)C1(C)C. Reaction SMILES: [Al+3:20].[Br-:19].[Br-:21].[Br-:22].[C:13]([O:14][OH:15])([CH3:16])([CH3:17])[CH3:18].[CH3:1][C:2]([CH3:3])=[CH:4][CH:5]1[CH:6]([C:7]([OH:8])=[O:9])[C:10]1([CH3:11])[CH3:12].[O:24]1[CH2:25][CH2:26][O:27][CH2:28][CH2:29]1.[OH2:23]>>[CH3:1][C:2]([CH3:3])=[CH:4][CH:5]1[CH:6]([C:7](=[O:8])[OH:9])[C:10]1([CH3:11])[CH3:12].